Dataset: the Open Reaction Database (ORD), a public repository of structured organic reaction records. Task: describe an organic reaction: reactants, conditions, products, and yield Starting materials: COC1=C(C#N)C=CC(=C1)B1OC(C(O1)(C)C)(C)C (2-methoxy-4-(4,4,5,5-tetramethyl-1,3,2-dioxaborolan-2-yl)benzonitrile), BrC1=C(C=O)C=CN=C1 (3-bromoisonicotinaldehyde), C([O-])([O-])=O.[Na+].[Na+] (sodium carbonate), bis(triphenylphosphine)palladium(11) chloride. Run in CN(C)C=O (DMF). Product: C(=O)C1=C(C=NC=C1)C1=CC(=C(C#N)C=C1)OC (4-(4-formylpyridin-3-yl)-2-methoxybenzonitrile). The yield is 71.4%. Reaction SMILES: [CH3:1][O:2][C:3]1[CH:10]=[C:9](B2OC(C)(C)C(C)(C)O2)[CH:8]=[CH:7][C:4]=1[C:5]#[N:6].Br[C:21]1[CH:28]=[N:27][CH:26]=[CH:25][C:22]=1[CH:23]=[O:24].C(=O)([O-])[O-].[Na+].[Na+]>CN(C=O)C>[CH:23]([C:22]1[CH:21]=[CH:28][N:27]=[CH:26][C:25]=1[C:9]1[CH:8]=[CH:7][C:4]([C:5]#[N:6])=[C:3]([O:2][CH3:1])[CH:10]=1)=[O:24] |f:2.3.4|. Procedure: A mixture of 2-methoxy-4-(4,4,5,5-tetramethyl-1,3,2-dioxaborolan-2-yl)benzonitrile (259 mg, 1 mmol), 3-bromoisonicotinaldehyde (186 mg, 1.000 mmol), a solution of sodium carbonate (2M in water, 1.000 ml, 2.000 mmol), bis(triphenylphosphine)palladium(11) chloride (17.55 mg, 0.025 mmol) in DMF (6 mL, dry) was heated to 120° C. for 3 hrs. After concentration, the residue was dissolved into CH2Cl2-MeOH and mixed with silica gel and concentrated. After flash column (MeOH—CH2Cl2, v/v, 0.5%-1%) yielded... The reactants are N,N′-carbonyldiimidazole, C(=O)(O)C=1C=CC2=C(N(C(=N2)C)CC2=C(C=CC=C2)Cl)C1 (6-carboxy-1-(2-chlorobenzyl)-2-methylbenzimidazole), FC(S(=O)(=O)N)(F)F (trifluoromethanesulfonamide), C1(=NNCCCCCCCC1)C1=CCCCCCCCCC1 (diazabicycloundecene). Solvent: CN(C=O)C (N,N-dimethylformamide), CN(C=O)C (N,N-dimethylformamide). Run at time 1 hour. Yields the product Cl.ClC1=C(CN2C(=NC3=C2C=C(C=C3)C(NS(=O)(=O)C(F)(F)F)=O)C)C=CC=C1 (1-(2-chlorobenzyl)-2-methyl-6-trifluoromethanesulfonylcarbamoylbenzimidazole hydrochloride). Yield: 89.9%. Reaction SMILES: [C:1]([C:4]1[CH:5]=[CH:6][C:7]2[N:11]=[C:10]([CH3:12])[N:9]([CH2:13][C:14]3[CH:19]=[CH:18][CH:17]=[CH:16][C:15]=3[Cl:20])[C:8]=2[CH:21]=1)(O)=[O:2].[F:22][C:23]([F:29])([F:28])[S:24]([NH2:27])(=[O:26])=[O:25].C1(C2CCCCCCCCCC=2)CCCCCCCCNN=1>CN(C)C=O>[ClH:20].[Cl:20][C:15]1[CH:16]=[CH:17][CH:18]=[CH:19][C:14]=1[CH2:13][N:9]1[C:8]2[CH:21]=[C:4]([C:1](=[O:2])[NH:27][S:24]([C:23]([F:29])([F:28])[F:22])(=[O:26])=[O:25])[CH:5]=[CH:6][C:7]=2[N:11]=[C:10]1[CH3:12] |f:4.5|. Reported procedure: N,N′-carbonyldiimidazole (0.647 g) was added at a time to a solution of 0.600 g of 6-carboxy-1-(2-chlorobenzyl)-2-methylbenzimidazole in 20 ml of N,N-dimethylformamide, and the mixture was stirred at room temperature for 1 hour. Subsequently, a solution of 0.596 g of trifluoromethanesulfonamide and 0.609 g of diazabicycloundecene in 5 ml of N,N-dimethylformamide was added thereto, and the mixture was stirred at 100° C. for 72 hours. The reaction solution was cooled, and the solvent was distilled... Product: Cl[C@H]1CC[C@H](CC1)O\N=C(/C(=O)OCC)\C(C)=O (Ethyl (Z)-2-(cis-4-chlorocyclohexyloxyimino)-3-oxobutyrate). Procedure: Ethyl (Z)-2-(hydroxyimino)-3-oxobutyrate (3.18 g) was treated with trans-4-chlorocyclohexanol as described in Example 4a, method 3 to give the title compound as a colourless oil (2.02 g). (Found: MH+, 276.0995. C12H19ClNO4 requires MH+, 276.1002; δH (CDCl3) 1.36 (3H, t, J 7H), 1.79, 1.96 and 2.09 (8H, 3m), 2.40 (3H, s), 4.11 (1H, qt, J 6 Hz), 4.38 (2H, q, J 7 Hz), and 4.41 (1H, qt, J 6 Hz). A small quantity of the trans-isomer was obtained from faster-eluting column fractions. As a reaction SMILES: [OH:1]/[N:2]=[C:3](/[C:9](=[O:11])[CH3:10])\[C:4]([O:6][CH2:7][CH3:8])=[O:5].[Cl:12][C@H:13]1[CH2:18][CH2:17][C@H:16](O)[CH2:15][CH2:14]1>>[Cl:12][C@@H:13]1[CH2:18][CH2:17][C@H:16]([O:1]/[N:2]=[C:3](/[C:9](=[O:11])[CH3:10])\[C:4]([O:6][CH2:7][CH3:8])=[O:5])[CH2:15][CH2:14]1. The reactants are O\N=C(/C(=O)OCC)\C(C)=O (Ethyl (Z)-2-(hydroxyimino)-3-oxobutyrate), Cl[C@@H]1CC[C@H](CC1)O (trans-4-chlorocyclohexanol). The reactants are ClC(Cl)(Cl)Cl, CN(C)C=O, Cc1ccc(C)c(CS(=O)(=O)c2c(Cl)ccc[n+]2[O-])c1, O. Product: Cc1ccc(C)c(C(Cl)S(=O)(=O)c2c(Cl)ccc[n+]2[O-])c1. Reaction SMILES: [C:21]([Cl:22])([Cl:23])([Cl:24])[Cl:25].[CH3:27][N:28]([CH3:29])[CH:30]=[O:31].[Cl:1][c:2]1[c:3]([S:9](=[O:10])(=[O:11])[CH2:12][c:13]2[c:14]([CH3:20])[cH:15][cH:16][c:17]([CH3:19])[cH:18]2)[n+:4]([O-:8])[cH:5][cH:6][cH:7]1.[OH2:26]>>[Cl:1][c:2]1[c:3]([S:9](=[O:10])(=[O:11])[CH:12]([c:13]2[c:14]([CH3:20])[cH:15][cH:16][c:17]([CH3:19])[cH:18]2)[Cl:22])[n+:4]([O-:8])[cH:5][cH:6][cH:7]1. The reactants are O (water), BrC1=CC(=C(C(=O)O)C=C1)NC(C)C (4-bromo-2-(isopropylamino)benzoic acid), C([O-])([O-])=O.[K+].[K+] (potassium carbonate), CI (methyl iodide). The solvent is CN(C=O)C (N,N-dimethylformamide). Conditions: time 1 hour. Yields the product BrC1=CC(=C(C(=O)OC)C=C1)NC(C)C (methyl 4-bromo-2-(isopropylamino)benzoate). Isolated yield 93.8%. As a reaction SMILES: [Br:1][C:2]1[CH:10]=[CH:9][C:5]([C:6]([OH:8])=[O:7])=[C:4]([NH:11][CH:12]([CH3:14])[CH3:13])[CH:3]=1.[C:15](=O)([O-])[O-].[K+].[K+].CI.O>CN(C)C=O>[Br:1][C:2]1[CH:10]=[CH:9][C:5]([C:6]([O:8][CH3:15])=[O:7])=[C:4]([NH:11][CH:12]([CH3:14])[CH3:13])[CH:3]=1 |f:1.2.3|. Procedure: To a suspension of 4-bromo-2-(isopropylamino)benzoic acid (448 mg) and potassium carbonate (480 mg) in N,N-dimethylformamide (9 ml) was added methyl iodide (162 μl) at room temperature and the mixture was stirred at the same temperature for 1 hour. To the mixture was added water (20 ml) and extracted with mixed solvent (hexane/ethyl acetate=1/1). The organic layer was washed with brine, dried over magnesium sulfate and evaporated to give methyl 4-bromo-2-(isopropylamino)benzoate (443 mg). Starting materials: CCC(=C)CC\C=C(/C)\CCC=C(C)C ((E)-β-farnesene), CCC(=C)CC\C=C(/C)\CCC=C(C)C ((E)-β-farnesene), C(\C=C/C(=O)OCC)(=O)OCC (diethyl maleate). Reaction conditions: temperature 180 celsius. Yields the product C(C)OC(=O)C1C(CC(=CC1)CCC=C(CCC=C(C)C)C)C(=O)OCC (1,2-bis-(ethoxycarbonyl)-4-(4,8 dimethyl-3,7-nonadienyl) cyclohex-4-ene). Isolated yield 75.0%. RXN SMILES: [CH3:1][CH2:2][C:3]([CH2:5][CH2:6]/[CH:7]=[C:8](/[CH2:10][CH2:11][CH:12]=[C:13]([CH3:15])[CH3:14])\[CH3:9])=[CH2:4].[C:16]([O:25][CH2:26][CH3:27])(=[O:24])/[CH:17]=[CH:18]\[C:19]([O:21][CH2:22][CH3:23])=[O:20]>>[CH2:26]([O:25][C:16]([CH:17]1[CH2:1][CH:2]=[C:3]([CH2:5][CH2:6][CH:7]=[C:8]([CH3:9])[CH2:10][CH2:11][CH:12]=[C:13]([CH3:15])[CH3:14])[CH2:4][CH:18]1[C:19]([O:21][CH2:22][CH3:23])=[O:20])=[O:24])[CH3:27]. Procedure: The (E)-β-farnesene-containing product of Example 1 (10 g) and diethyl maleate (5.0 g) are heated together at 180° C. for two hours. The mixture is then distilled under reduced pressure to give 1,2-bis-(ethoxycarbonyl)-4-(4,8 dimethyl-3,7-nonadienyl) cyclohex-4-ene as a pale yellow oil (8.5 g, 75%); b.p. 175°-180° C./0.3τ; nD20 1.4894; M+ (m/z as % of base peak): 376 (6.6); δ(CCl4) 1.24 (t, 6H), 1.70 (m, 9H), 2.08 (m, 8H), 2.36 (m, 4H), 2.80 (m, 2H), 4.14 (q, 4H), 5.20 (m, 2H), 5.40 (br, t, 1H).